Dataset: the Open Reaction Database (ORD), a public repository of structured organic reaction records. Task: describe an organic reaction: reactants, conditions, products, and yield Starting materials: BrC=1C=CC=2N3C4=C(C=C(C=C4C2C1)OCC(=O)OCC)C(C=C3)=O (10-bromo-2-ethoxycarbonylmethyloxy-4H-pyrido[3,2,1-jk]carbazole-4-one), [OH-].[Na+] (sodium hydroxide), C(C)O (ethanol), aqueous solution. Run in C(Cl)Cl (methylene chloride). Run at time 10 minute. The product is BrC=1C=CC=2N3C4=C(C=C(C=C4C2C1)OCC(=O)O)C(C=C3)=O (10-bromo-2-carboxymethyloxy-4H-pyrido[3,2,1-jk]carbazole-4-one). Isolated yield 86.0%. Reaction SMILES: [Br:1][C:2]1[CH:3]=[CH:4][C:5]2[N:6]3[CH:24]=[CH:23][C:22](=[O:25])[C:8]4[CH:9]=[C:10]([O:15][CH2:16][C:17]([O:19]CC)=[O:18])[CH:11]=[C:12]([C:13]=2[CH:14]=1)[C:7]3=4.C(O)C.[OH-].[Na+]>C(Cl)Cl>[Br:1][C:2]1[CH:3]=[CH:4][C:5]2[N:6]3[CH:24]=[CH:23][C:22](=[O:25])[C:8]4[CH:9]=[C:10]([O:15][CH2:16][C:17]([OH:19])=[O:18])[CH:11]=[C:12]([C:13]=2[CH:14]=1)[C:7]3=4 |f:2.3|. Procedure details: 10-bromo-2-ethoxycarbonylmethyloxy-4H-pyrido[3,2,1-jk]carbazole-4-one (200 mg) obtained in Example 62 was suspended in a mixed solution of ethanol (10 ml) and methylene chloride (10 ml), and 1N aqueous solution of sodium hydroxide (1 ml) was added to the suspension. The mixture was stirred at room temperature for 10 minutes, and the solvent was evaporated under reduced pressure. To the residue was added water and 1N hydrochloric acid to pH 1, and the crystals precipitated were recovered by filtr... The reactants are C[C@]1([C@H](CCC1)NC(=O)C1=NC=CC=C1N1N=CC=N1)NC1=NC=C(N=C1)C(F)(F)F (N-[(1S,2S)-2-Methyl-2-{[5-(trifluoromethyl)pyrazin-2-yl]amino}cyclopentyl]-3-(2H-1,2,3-triazol-2-yl)pyridine-2-carboxamide), N=1N(N=CC1)C1=C(C(=O)O)C=CC=C1 (2-(2H-1,2,3-triazol-2-yl)benzoic acid), C[C@]1([C@H](CCC1)N)NC1=NC=C(N=C1)C(F)(F)F ((1S,2S)-1-methyl-1-N-[5-(trifluoromethyl)pyrazin-2-yl]cyclopentane-1,2-diamine), C[C@]1([C@H](CCC1)N)NC1=NC=C(N=C1)C(F)(F)F ((1S,2S)-1-methyl-1-N-[5-(trifluoromethyl)pyrazin-2-yl]cyclopentane-1,2-diamine). Product: C[C@]1([C@H](CCC1)NC(C1=C(C=CC=C1)N1N=CC=N1)=O)NC1=NC=C(N=C1)C(F)(F)F (N-[(1S,2S)-2-Methyl-2-{[5-(trifluoromethyl)pyrazin-2-yl]amino}cyclopentyl]-2-(2H-1,2,3-triazol-2-yl)benzamide). RXN SMILES: [CH3:1][C@:2]1([NH:21][C:22]2[CH:27]=[N:26][C:25]([C:28]([F:31])([F:30])[F:29])=[CH:24][N:23]=2)[CH2:6][CH2:5][CH2:4][C@@H:3]1[NH:7][C:8]([C:10]1[C:15]([N:16]2[N:20]=[CH:19][CH:18]=[N:17]2)=[CH:14][CH:13]=[CH:12]N=1)=[O:9].[CH3:32][C@]1(NC2C=NC(C(F)(F)F)=CN=2)CCC[C@@H]1N.N1N(C2C=CC=CC=2C(O)=O)N=CC=1>>[CH3:1][C@:2]1([NH:21][C:22]2[CH:27]=[N:26][C:25]([C:28]([F:29])([F:30])[F:31])=[CH:24][N:23]=2)[CH2:6][CH2:5][CH2:4][C@@H:3]1[NH:7][C:8](=[O:9])[C:10]1[CH:32]=[CH:12][CH:13]=[CH:14][C:15]=1[N:16]1[N:20]=[CH:19][CH:18]=[N:17]1. Procedure: Prepared according to the procedure for N-[(1S,2S)-2-methyl-2-{[5-(trifluoromethyl)pyrazin-2-yl]amino}cyclopentyl]-3-(2H-1,2,3-triazol-2-yl)pyridine-2-carboxamide (Example 77) from (1S,2S)-1-methyl-1-N-[5-(trifluoromethyl)pyrazin-2-yl]cyclopentane-1,2-diamine (Intermediate 25; 510 mg, 1.96 mmol) and 2-(2H-1,2,3-triazol-2-yl)benzoic acid (CAS number 1001401-62-2; 445 mg, 2.35 mmol) except this was then partitioned between water (20 ml) and DCM (10 ml). The organics were washed with water (2×20 ml... The reactants are ClC1=CC=C2C3=C(C=NC2=C1)NC1=C3CNCC1 (3-chloro-7,8,9,10-tetrahydro-11H-pyrido[3',4':4,5]pyrrolo[2,3-c]quinoline), C(=O)O (formic acid). Run at temperature 90 celsius. Product: ClC1=CC=C2C3=C(C=NC2=C1)NC1=C3CNCC1C (3-Chloro-8-methyl-7,8,9,10-tetrahydro-11H-pyrido[3',4':4,5]pyrrolo[2,3-c]quinoline). RXN SMILES: [Cl:1][C:2]1[CH:11]=[C:10]2[C:5]([C:6]3[C:14]4[CH2:15][NH:16][CH2:17][CH2:18][C:13]=4[NH:12][C:7]=3[CH:8]=[N:9]2)=[CH:4][CH:3]=1.[CH:19](O)=O>>[Cl:1][C:2]1[CH:11]=[C:10]2[C:5]([C:6]3[C:14]4[CH2:15][NH:16][CH2:17][CH:18]([CH3:19])[C:13]=4[NH:12][C:7]=3[CH:8]=[N:9]2)=[CH:4][CH:3]=1. Procedure details: A mixture prepared from 3.7 g of 3-chloro-7,8,9,10-tetrahydro-11H-pyrido[3',4':4,5]pyrrolo[2,3-c]quinoline, 0.45 g of paraformaladehyde and 100 ml of formic acid was heated at 90° C. for one hour. The reaction was quenched with water and the solution was made alkaline (pH9) with a sodium hydroxide solution. The crystalline product was filtered, washed with water and purified by HPLC using dichloromethane/methanol=8:2 as an eluent. Clean fractions were combined and concentrated, and the crystalli... Starting materials: COC=1C(=C(OCCCOC2=C(C3=C(CCC(O3)C(=O)OC)C=C2)CCC)C=CC1C=1N=CSC1)CCC (Methyl 3,4-dihydro-7-[3-[3-methoxy-2-propyl-4-(4-thiazolyl)-phenoxy]propoxy]-8-propyl-2H-1-benzopyran-2-carboxylate), [Li+].[OH-] (LiOH), CO.C1CCOC1 (methanol THF), [OH-].[Li+] (lithium hydroxide). Solvent: C(C)(=O)OCC (ethyl acetate). The product is COC=1C(=C(OCCCOC2=C(C3=C(CCC(O3)C(=O)O)C=C2)CCC)C=CC1C=1N=CSC1)CCC (3,4-dihydro-7-[3-[3-methoxy-2-propyl-4-(4-thiazolyl) phenoxy]-propoxy]-8-propyl-2H-1-benzopyran-2-carboxylic acid). Reaction SMILES: [CH3:1][O:2][C:3]1[C:4]([CH2:36][CH2:37][CH3:38])=[C:5]([CH:28]=[CH:29][C:30]=1[C:31]1[N:32]=[CH:33][S:34][CH:35]=1)[O:6][CH2:7][CH2:8][CH2:9][O:10][C:11]1[CH:24]=[CH:23][C:14]2[CH2:15][CH2:16][CH:17]([C:19]([O:21]C)=[O:20])[O:18][C:13]=2[C:12]=1[CH2:25][CH2:26][CH3:27].CO.C1COCC1.[OH-].[Li+]>C(OCC)(=O)C>[CH3:1][O:2][C:3]1[C:4]([CH2:36][CH2:37][CH3:38])=[C:5]([CH:28]=[CH:29][C:30]=1[C:31]1[N:32]=[CH:33][S:34][CH:35]=1)[O:6][CH2:7][CH2:8][CH2:9][O:10][C:11]1[CH:24]=[CH:23][C:14]2[CH2:15][CH2:16][CH:17]([C:19]([OH:21])=[O:20])[O:18][C:13]=2[C:12]=1[CH2:25][CH2:26][CH3:27] |f:1.2,3.4|. Procedure details: The compound of Example 11 (27 mg, 50 mmol) was combined with 2 mL of 4:1 methanol/THF and 0.1 mL of 1N lithium hydroxide, and the mixture was allowed to react at room temperature for 3 hr (another 0.05 mL LiOH was added after 1.5 hr). The reaction mixture was poured into ethyl acetate/0.5M hydrochloric acid, and the ethyl acetate layer was washed with brine, dried over sodium sulfate and concentrated under vacuum to give the product. High resolution mass spectrum, m/e 481.2281 (calculated for C... Starting materials: ClC1=C(C(=C(C=C1OC)OC)Cl)NC(C)=O (N-(2,6-Dichloro-3,5-dimethoxy-phenyl)-acetamide), CCO (EtOH), [OH-].[K+] (KOH). Solvent: O (water). Run at temperature 80 celsius, time 2 day. Product: ClC1=C(C(=C(C=C1OC)OC)Cl)N (2,6-Dichloro-3,5-dimethoxy-phenylamine). As a reaction SMILES: [Cl:1][C:2]1[C:7]([O:8][CH3:9])=[CH:6][C:5]([O:10][CH3:11])=[C:4]([Cl:12])[C:3]=1[NH:13]C(=O)C.CCO.[OH-].[K+]>O>[Cl:1][C:2]1[C:7]([O:8][CH3:9])=[CH:6][C:5]([O:10][CH3:11])=[C:4]([Cl:12])[C:3]=1[NH2:13] |f:2.3|. Procedure details: To a suspension of N-(2,6-Dichloro-3,5-dimethoxy-phenyl)-acetamide 15 (6.50 g, 24.61 mmol) in mixture of EtOH (80 mL) and water (30 mL), is added KOH (20 g) and stirred 2 days at 80° C. After the solvent (EtOH) is removed on vacuum, water (˜15 mL) is added, a white solid is collected by filtration and washed with water, dried to give final product 16: 1H NMR 600 MHz (CDCl3) δ 6.03 (s, 1H), 4.55 (s, 2H), 3.88 (s, 6H); MS m/z 222.00 (M+1). Starting materials: C(#N)CCCCCN1C(NC(C=2N(C=NC12)C)=O)=O (3-(cyanopentyl)-7-methylxanthine), [H-].[Na+] (sodium hydride), C(C)(=O)O[C@@H](CCCCI)C ((R)-5-acetoxy-1-iodohexane). The solvent is CS(=O)C (dimethyl sulfoxide). Conditions: time 25 minute. Yields the product C(C)(=O)O[C@@H](CCCCN1C(=O)N(C=2N=CN(C2C1=O)C)CCCCCC#N)C ((R)-1-(5-acetoxyhexyl)-3-(5-cyanopentyl)-7-methylxanthine). The yield is 86.7%. Reaction SMILES: [C:1]([CH2:3][CH2:4][CH2:5][CH2:6][CH2:7][N:8]1[C:16]2[N:15]=[CH:14][N:13]([CH3:17])[C:12]=2[C:11](=[O:18])[NH:10][C:9]1=[O:19])#[N:2].[H-].[Na+].[C:22]([O:25][C@H:26]([CH3:32])[CH2:27][CH2:28][CH2:29][CH2:30]I)(=[O:24])[CH3:23]>CS(C)=O>[C:22]([O:25][C@H:26]([CH3:32])[CH2:27][CH2:28][CH2:29][CH2:30][N:10]1[C:11](=[O:18])[C:12]2[N:13]([CH3:17])[CH:14]=[N:15][C:16]=2[N:8]([CH2:7][CH2:6][CH2:5][CH2:4][CH2:3][C:1]#[N:2])[C:9]1=[O:19])(=[O:24])[CH3:23] |f:1.2|. Reported procedure: To a stirring solution of 0.31 g 3-(cyanopentyl)-7-methylxanthine (1.2 mmol) in 20 ml dimethyl sulfoxide was added 30 mg sodium hydride (1.3 mmol). After 25 minutes, 0.34 g of (R)-5-acetoxy-1-iodohexane (1.3 mol) was added and the mixture was stirred for 24 h. The mixture was then quenched with 70 ml water and extracted three times with 30 ml ethyl acetate. The combined extracts were washed two times with 35 ml saturated aqueous sodium chloride solution and dried over sodium sulfate, and concent... Reactants: compound, CS(=O)(=O)OCCN1C=CC=2C=3N(C(=NC21)N)N=C(N3)C=3OC=CC3 (2-{5-amino-2-(furan-2-yl)-7H-pyrrolo[3,2-e][1,2,4]triazolo[1,5-c]pyrimidin-7-yl}ethyl methanesulfonate), Cl.Cl.CC=1C2=C(SC1CN1CCNCC1)C=CC=C2 (1-[(3-methylbenzo[b]thiophen-2-yl)methyl]piperazine dihydrochloride), CCN(C(C)C)C(C)C (DIEA). Run in CN(C)C=O (DMF). Run at temperature 100 celsius, time 5 hour. Yields the product O1C(=CC=C1)C1=NN2C(=NC3=C(C2=N1)C=CN3CCN3CCN(CC3)CC3=C(C1=C(S3)C=CC=C1)C)N (2-(furan-2-yl)-7-(2-(4-((3-methylbenzo[b]thiophen-2-yl)methyl)piperazin-1-yl)ethyl)-7H-pyrrolo[3,2-e][1,2,4]triazolo[1,5-c]pyrimidin-5-amine). Reaction SMILES: CS(O[CH2:6][CH2:7][N:8]1[C:16]2[N:15]=[C:14]([NH2:17])[N:13]3[N:18]=[C:19]([C:21]4[O:22][CH:23]=[CH:24][CH:25]=4)[N:20]=[C:12]3[C:11]=2[CH:10]=[CH:9]1)(=O)=O.Cl.Cl.[CH3:28][C:29]1[C:30]2[CH:44]=[CH:43][CH:42]=[CH:41][C:31]=2[S:32][C:33]=1[CH2:34][N:35]1[CH2:40][CH2:39][NH:38][CH2:37][CH2:36]1.CCN(C(C)C)C(C)C>CN(C=O)C>[O:22]1[CH:23]=[CH:24][CH:25]=[C:21]1[C:19]1[N:20]=[C:12]2[N:13]([C:14]([NH2:17])=[N:15][C:16]3[N:8]([CH2:7][CH2:6][N:38]4[CH2:39][CH2:40][N:35]([CH2:34][C:33]5[S:32][C:31]6[CH:41]=[CH:42][CH:43]=[CH:44][C:30]=6[C:29]=5[CH3:28])[CH2:36][CH2:37]4)[CH:9]=[CH:10][C:11]=32)[N:18]=1 |f:1.2.3|. Procedure details: To a solution of the title D compound of Example 1, 2-{5-amino-2-(furan-2-yl)-7H-pyrrolo[3,2-e][1,2,4]triazolo[1,5-c]pyrimidin-7-yl}ethyl methanesulfonate (0.06 g, 0.165 mmol) in dry DMF (5 mL), the title B compound, 1-[(3-methylbenzo[b]thiophen-2-yl)methyl]piperazine dihydrochloride (0.33 mmol) and 0.06 mL of DIEA are added, and the solution is stirred at 100° C. for 5 h. The reaction mixture is cooled to RT, and the solvent is removed under reduced pressure. To the residue, acetonitrile is add... Reactants: [Al+3], COc1ccc(C2(C(=O)O)CC2)cc1, CN1CCOCC1, CCC[N+](CCC)(CCC)CCC, Cl, [H-], [H-], [H-], [H-], [Li+], O=[Ru](=O)(=O)[O-], C1CCOC1, O. Yields the product COc1ccc(C2(C=O)CC2)cc1. As a reaction SMILES: [Al+3:16].[CH3:1][O:2][c:3]1[cH:4][cH:5][c:6]([C:9]2([C:12](=[O:13])[OH:14])[CH2:10][CH2:11]2)[cH:7][cH:8]1.[CH3:22][N:23]1[CH2:24][CH2:25][O:26][CH2:27][CH2:28]1.[CH3:39][CH2:40][CH2:41][N+:42]([CH2:43][CH2:44][CH3:45])([CH2:46][CH2:47][CH3:48])[CH2:49][CH2:50][CH3:51].[ClH:21].[H-:15].[H-:18].[H-:19].[H-:20].[Li+:17].[O-:34][Ru:35](=[O:36])(=[O:37])=[O:38].[O:29]1[CH2:30][CH2:31][CH2:32][CH2:33]1.[OH2:52]>>[CH3:1][O:2][c:3]1[cH:4][cH:5][c:6]([C:9]2([CH:12]=[O:13])[CH2:10][CH2:11]2)[cH:7][cH:8]1. Starting materials: C(C1=CC=CC=C1)N(C1=C(C(=CC=C1)NS(=O)(=O)C)C)CC1=CC=C(OC2=CC=C(OCCCC(=O)O)C=C2)C=C1 (4-(4-{4-[(benzyl{2-methyl-3-[(methylsulfonyl)amino]phenyl}amino)methyl]phenoxy}phenoxy)butanoic acid), Cl.CN(CCCN=C=NCC)C (1-[3-(dimethylamino)propyl]-3-ethylcarbodiimide hydrochloride), O.ON1N=NC2=C1C=CC=C2 (1-hydroxybenzotriazole hydrate), Cl.COC(CN)=O (glycine methyl ester hydrochloride), C(C)(C)N(C(C)C)CC (N,N-diisopropylethylamine), Cl (hydrochloric acid). Run in CN(C=O)C (dimethylformamide), CN(C=O)C (dimethylformamide). Reaction conditions: time 8 hour. The product is C(C1=CC=CC=C1)N(C1=C(C(=CC=C1)NS(=O)(=O)C)C)CC1=CC=C(OC2=CC=C(OCCCC(=O)NCC(=O)OC)C=C2)C=C1 (methyl N-(4-(4-(4-((benzyl(2-methyl-3-((methylsulfonyl)amino)phenyl)amino)methyl)phenoxy)phenoxy)butanoyl)glycinate). As a reaction SMILES: [CH2:1]([N:8]([CH2:21][C:22]1[CH:41]=[CH:40][C:25]([O:26][C:27]2[CH:39]=[CH:38][C:30]([O:31][CH2:32][CH2:33][CH2:34][C:35](O)=[O:36])=[CH:29][CH:28]=2)=[CH:24][CH:23]=1)[C:9]1[CH:14]=[CH:13][CH:12]=[C:11]([NH:15][S:16]([CH3:19])(=[O:18])=[O:17])[C:10]=1[CH3:20])[C:2]1[CH:7]=[CH:6][CH:5]=[CH:4][CH:3]=1.Cl.CN(C)CCCN=C=NCC.O.ON1C2C=CC=CC=2N=N1.Cl.[CH3:66][O:67][C:68](=[O:71])[CH2:69][NH2:70].C(N(CC)C(C)C)(C)C.Cl>CN(C)C=O>[CH2:1]([N:8]([CH2:21][C:22]1[CH:23]=[CH:24][C:25]([O:26][C:27]2[CH:28]=[CH:29][C:30]([O:31][CH2:32][CH2:33][CH2:34][C:35]([NH:70][CH2:69][C:68]([O:67][CH3:66])=[O:71])=[O:36])=[CH:38][CH:39]=2)=[CH:40][CH:41]=1)[C:9]1[CH:14]=[CH:13][CH:12]=[C:11]([NH:15][S:16]([CH3:19])(=[O:17])=[O:18])[C:10]=1[CH3:20])[C:2]1[CH:3]=[CH:4][CH:5]=[CH:6][CH:7]=1 |f:1.2,3.4,5.6|. Procedure details: The product from Example 233 (28.7 mg, 0.05 mmoles) in anhydrous dimethylformamide (0.5 ml) was treated with 1-[3-(dimethylamino)propyl]-3-ethylcarbodiimide hydrochloride (14 mg, 0.07 mmoles) and 1-hydroxybenzotriazole hydrate (10 mg, 0.07 mmoles) at room temperature for 15 minutes. A mixture of glycine methyl ester hydrochloride (12.6 mg, 0.1 mmole) and N,N-diisopropylethylamine (0.014 ml, 0.1 mmole) in anhydrous dimethylformamide (0.235 ml) was added to the reaction and shaken at room temperat...